From a dataset of the Open Reaction Database (ORD), a public repository of structured organic reaction records. describe an organic reaction: reactants, conditions, products, and yield Starting materials: ClCCl, CC1(C)C(C=CC(=O)Cl)C1C(=O)OC(C#N)c1ccc(F)c(Oc2ccccc2)c1, [Na+], OCC(F)(F)F, O=P([O-])(O)O. Product: CC1(C)C(C=CC(=O)OCC(F)(F)F)C1C(=O)OC(C#N)c1ccc(F)c(Oc2ccccc2)c1. As a reaction SMILES: [CH2:43]([Cl:44])[Cl:45].[CH3:7][C:8]1([CH3:36])[CH:9]([C:16](=[O:17])[O:18][CH:19]([c:20]2[cH:21][c:22]([O:27][c:28]3[cH:29][cH:30][cH:31][cH:32][cH:33]3)[c:23]([F:26])[cH:24][cH:25]2)[C:34]#[N:35])[CH:10]1[CH:11]=[CH:12][C:13]([Cl:14])=[O:15].[Na+:42].[OH:1][CH2:2][C:3]([F:4])([F:5])[F:6].[P:37]([OH:38])([OH:39])([O-:40])=[O:41]>>[O:1]([CH2:2][C:3]([F:4])([F:5])[F:6])[C:13]([CH:12]=[CH:11][CH:10]1[C:8]([CH3:7])([CH3:36])[CH:9]1[C:16](=[O:17])[O:18][CH:19]([c:20]1[cH:21][c:22]([O:27][c:28]2[cH:29][cH:30][cH:31][cH:32][cH:33]2)[c:23]([F:26])[cH:24][cH:25]1)[C:34]#[N:35])=[O:15]. Reactants: C1[C@@H]([C@@H]([C@H]([C@@H]1O)/C=C/[C@H](COC2=CC=CC(=C2)C(F)(F)F)O)C/C=C\CCCC(=O)O)O (travoprost free acid), N[C@@H](CCCCNC(=N)N)C(=O)O (L-Homoarginine). Run in CO.O (MeOH H2O). Run at time 30 minute. Product: CC(C)OC(=O)CCC/C=C\C[C@H]1[C@H](C[C@H]([C@@H]1/C=C/[C@H](COC=2C=CC=C(C2)C(F)(F)F)O)O)O.N[C@@H](CCCCNC(=N)N)C(=O)O (travoprost L-Homoarginine). RXN SMILES: [CH2:1]1[C@@H:5]([OH:6])[C@H:4](/[CH:7]=[CH:8]/[C@@H:9]([OH:22])[CH2:10][O:11][C:12]2[CH:17]=[C:16]([C:18]([F:21])([F:20])[F:19])[CH:15]=[CH:14][CH:13]=2)[C@@H:3]([CH2:23]/[CH:24]=[CH:25]\[CH2:26][CH2:27][CH2:28][C:29]([OH:31])=[O:30])[C@H:2]1[OH:32].[NH2:33][C@H:34]([C:43]([OH:45])=[O:44])[CH2:35][CH2:36][CH2:37][CH2:38][NH:39][C:40]([NH2:42])=[NH:41]>CO.O>[CH3:35][CH:34]([O:30][C:29]([CH2:28][CH2:27][CH2:26]/[CH:25]=[CH:24]\[CH2:23][C@@H:3]1[C@@H:4](/[CH:7]=[CH:8]/[C@@H:9]([OH:22])[CH2:10][O:11][C:12]2[CH:13]=[CH:14][CH:15]=[C:16]([C:18]([F:21])([F:20])[F:19])[CH:17]=2)[C@H:5]([OH:6])[CH2:1][C@@H:2]1[OH:32])=[O:31])[CH3:43].[NH2:33][C@H:34]([C:43]([OH:45])=[O:44])[CH2:35][CH2:36][CH2:37][CH2:38][NH:39][C:40]([NH2:42])=[NH:41] |f:2.3,4.5|. Procedure: To travoprost free acid ((+)-fluprostenol free acid) 3 in MeOH/H2O is added L-Homoarginine and the solution is stirred for 30 minutes. The solvents are evaporated then azeotroped with Et2O and hexanes to give white crystalline travoprost-L-Homoarginine salt 5 (quantitative). Starting materials: ClC1=NC=CC(=C1)OC=1C=NC(=CC1)[N+](=O)[O-] (2-chloro-4-((6-nitropyridin-3-yl)oxy)pyridine), CN1C=NC(=C1)[Sn](CCCC)(CCCC)CCCC (N-methyl-4-(tributylstannyl)imidazole), [F-].[K+] (KF), CCOC(=O)C (EtOAc). The reagents and catalysts are C=1C=CC(=CC1)[P](C=2C=CC=CC2)(C=3C=CC=CC3)[Pd]([P](C=4C=CC=CC4)(C=5C=CC=CC5)C=6C=CC=CC6)([P](C=7C=CC=CC7)(C=8C=CC=CC8)C=9C=CC=CC9)[P](C=1C=CC=CC1)(C=1C=CC=CC1)C=1C=CC=CC1 (Pd(PPh3)4). The solvent is C1(=CC=CC=C1)C (toluene). Run at temperature 110 celsius, time 2 hour. The product is CN1C=NC(=C1)C1=NC=CC(=C1)OC=1C=NC(=CC1)[N+](=O)[O-] (2-(1-methyl-1H-imidazol-4-yl)-4-((6-nitropyridin-3-yl)oxy)pyridine). Yield: 90.9%. RXN SMILES: Cl[C:2]1[CH:7]=[C:6]([O:8][C:9]2[CH:10]=[N:11][C:12]([N+:15]([O-:17])=[O:16])=[CH:13][CH:14]=2)[CH:5]=[CH:4][N:3]=1.[CH3:18][N:19]1[CH:23]=[C:22]([Sn](CCCC)(CCCC)CCCC)[N:21]=[CH:20]1.[F-].[K+].CCOC(C)=O>C1(C)C=CC=CC=1.C1C=CC([P]([Pd]([P](C2C=CC=CC=2)(C2C=CC=CC=2)C2C=CC=CC=2)([P](C2C=CC=CC=2)(C2C=CC=CC=2)C2C=CC=CC=2)[P](C2C=CC=CC=2)(C2C=CC=CC=2)C2C=CC=CC=2)(C2C=CC=CC=2)C2C=CC=CC=2)=CC=1>[CH3:18][N:19]1[CH:23]=[C:22]([C:2]2[CH:7]=[C:6]([O:8][C:9]3[CH:10]=[N:11][C:12]([N+:15]([O-:17])=[O:16])=[CH:13][CH:14]=3)[CH:5]=[CH:4][N:3]=2)[N:21]=[CH:20]1 |f:2.3,^1:55,57,76,95|. Procedure details: A mixture of Example A1 (1.5 g, 5.96 mmol), N-methyl-4-(tributylstannyl)imidazole (3.32 g, 8.94 mmol) and Pd(PPh3)4 (0.344 g, 0.298 mmol) in toluene (30 mL) sparged with Ar and heated at 110° C. overnight. The mixture was cooled to RT, treated with 10% KF and EtOAc, stirred at RT for 2 h, the solids removed via filtration through diatomaceous earth and washed with 5% MeOH/DCM. The layers of the filtrate were separated and the organic layer was washed with brine, dried over Na2SO4, concentrated t...